From a dataset of the Open Reaction Database (ORD), a public repository of structured organic reaction records. describe an organic reaction: reactants, conditions, products, and yield Reactants: ClC1=C(C=C(OC(C(=O)OC)C2=CC=C(C=C2)OC2=CC=C(C=C2)Cl)C=C1)C (methyl (4-chloro-3-methylphenoxy)[p-(p-chlorophenoxy)phenyl]acetate), CI (methyl iodide), ClC1=CC=C(OC(C(=O)OC)(C)C2=CC=C(C=C2)OC2=CC=C(C=C2)Cl)C=C1 (Methyl 2-(p-chlorophenoxy)-2-[p-(p-chlorophenoxy)phenyl]propionate), CN(P(=O)(N(C)C)N(C)C)C (hex amethylphosphoramide). Solvent: O1CCCC1 (tetrahydrofuran), O (water), O1CCCC1 (tetrahydrofuran). Run at time 1 hour. Product: ClC1=C(C=C(OC(C(=O)OC)(C)C2=CC=C(C=C2)OC2=CC=C(C=C2)Cl)C=C1)C (Methyl 2-(4-chloro-3-methylphenoxy)-2[p-(p-chlorophenoxy) phenyl]propionate). As a reaction SMILES: [Cl:1][C:2]1[CH:28]=[CH:27][C:5]([O:6][C:7]([C:13]2[CH:18]=[CH:17][C:16]([O:19][C:20]3[CH:25]=[CH:24][C:23]([Cl:26])=[CH:22][CH:21]=3)=[CH:15][CH:14]=2)([CH3:12])[C:8]([O:10][CH3:11])=[O:9])=[CH:4][CH:3]=1.Cl[C:30]1C=CC(OC(C2C=CC(OC3C=CC(Cl)=CC=3)=CC=2)C(OC)=O)=CC=1C.CN(C)P(N(C)C)(N(C)C)=O.CI>O1CCCC1.O>[Cl:1][C:2]1[CH:28]=[CH:27][C:5]([O:6][C:7]([C:13]2[CH:18]=[CH:17][C:16]([O:19][C:20]3[CH:21]=[CH:22][C:23]([Cl:26])=[CH:24][CH:25]=3)=[CH:15][CH:14]=2)([CH3:12])[C:8]([O:10][CH3:11])=[O:9])=[CH:4][C:3]=1[CH3:30]. Procedure details: A solution of 0.015 mole of lithium N,N-diisopropylamide (prepared as in example 55) in tetrahydrofuran is chilled to -65° C to -75° C. To the solution is added methyl (4-chloro-3-methylphenoxy)[p-(p-chlorophenoxy)phenyl]acetate in tetrahydrofuran. To the mixture is added 5 ml of hex amethylphosphoramide and while chilling to -65° C to -75° C, 4.26 g of methyl iodide is added. After 1 hr., the mixture is allowed to warm to room temperature and stir overnight. The mixture is poured into water and... The reactants are CO[Si](CC(C)C)(OC)OC, CCNCC, CC(C)[Mg+], [Cl-], C1CCOC1. The product is CCN(CC)[Si](CC(C)C)(OC)OC. RXN SMILES: [CH2:11]([CH:12]([CH3:13])[CH3:14])[Si:15]([O:16][CH3:17])([O:18][CH3:19])[O:20][CH3:21].[CH2:6]([CH3:7])[NH:8][CH2:9][CH3:10].[CH:2]([Mg+:3])([CH3:4])[CH3:5].[Cl-:1].[O:22]1[CH2:23][CH2:24][CH2:25][CH2:26]1>>[CH2:6]([CH3:7])[N:8]([CH2:9][CH3:10])[Si:15]([CH2:11][CH:12]([CH3:13])[CH3:14])([O:16][CH3:17])[O:18][CH3:19]. Reactants: OCCC1CCC(CC1)=O (4-(2-hydroxy-ethyl)-cyclohexanone), C(C)(C)N(CC)C(C)C (diisopropylethylamine), FC(S(=O)(=O)O[Si](C(C)C)(C(C)C)C(C)C)(F)F (tri-isopropylsilyl trifluoromethane sulfonate). Solvent: C(Cl)Cl (CH2Cl2). Run at temperature 0 celsius. Yields the product C(C)(C)[Si](OCCC1CCC(CC1)=O)(C(C)C)C(C)C (4-(2-triisopropylsilanyloxy-ethyl)-cyclohexanone). Reaction SMILES: [OH:1][CH2:2][CH2:3][CH:4]1[CH2:9][CH2:8][C:7](=[O:10])[CH2:6][CH2:5]1.C(N(C(C)C)CC)(C)C.FC(F)(F)S(O[Si:26]([CH:33]([CH3:35])[CH3:34])([CH:30]([CH3:32])[CH3:31])[CH:27]([CH3:29])[CH3:28])(=O)=O>C(Cl)Cl>[CH:27]([Si:26]([CH:33]([CH3:35])[CH3:34])([CH:30]([CH3:32])[CH3:31])[O:1][CH2:2][CH2:3][CH:4]1[CH2:9][CH2:8][C:7](=[O:10])[CH2:6][CH2:5]1)([CH3:29])[CH3:28]. Reported procedure: A solution of 4-(2-hydroxy-ethyl)-cyclohexanone (Intermediate R10, 6.8 g, 52.6 mmol, (obtainable as described in the publication by Ciufolini et. al. J. Amer. Chem. Soc. 1991, 113, 8016) was dissolved in CH2Cl2 (75 mL) and treated with diisopropylethylamine (9.2 mL, 52.6 mmol) followed by tri-isopropylsilyl trifluoromethane sulfonate (TIPSTf) (15.3 g, 50.2 mmol) at −30° C. The reaction mixture was warmed to 0° C. for 1 h. The mixture was subjected to an aqueous work-up and purified by chromatogr... Starting materials: CC(=CC(=O)OCC)\C=C\CC(CCC=C(C)C)C (trans ethyl 3,7,11-trimethyldodeca-2,4,10-trienoate), F (hydrogenfluoride). Solvent: O1CCCC1 (tetrahydrofuran). Reaction conditions: time 15 hour. Product: FC(CCCC(C/C=C/C(=CC(=O)OCC)C)C)(C)C (trans ethyl 11-fluoro-3,7,11-trimethyldodeca-2,4-dienoate). As a reaction SMILES: [CH3:1][C:2](/[CH:9]=[CH:10]/[CH2:11][CH:12]([CH3:19])[CH2:13][CH2:14][CH:15]=[C:16]([CH3:18])[CH3:17])=[CH:3][C:4]([O:6][CH2:7][CH3:8])=[O:5].[FH:20]>O1CCCC1>[F:20][C:16]([CH3:17])([CH3:18])[CH2:15][CH2:14][CH2:13][CH:12]([CH3:19])[CH2:11]/[CH:10]=[CH:9]/[C:2]([CH3:1])=[CH:3][C:4]([O:6][CH2:7][CH3:8])=[O:5]. Reported procedure: One gram of trans ethyl 3,7,11-trimethyldodeca-2,4,10-trienoate is added to a solution of 1 equiv. of dry hydrogenfluoride in dry tetrahydrofuran. The mixture is allowed to stand at 0° for 15 hours and is then washed with water, dried and evaporated under reduced pressure to yield trans ethyl 11-fluoro-3,7,11-trimethyldodeca-2,4-dienoate which can be purified by chromatography.